From a dataset of the Open Reaction Database (ORD), a public repository of structured organic reaction records. describe an organic reaction: reactants, conditions, products, and yield The reactants are ClCCCBr, O=C([O-])[O-], [K+], [K+], CN(C)C=O, O=C1Nc2ccccc2C1=CNc1ccc(O)cc1. The product is O=C1Nc2ccccc2C1=CNc1ccc(OCCCCl)cc1. As a reaction SMILES: [Br:26][CH2:27][CH2:28][CH2:29][Cl:30].[C:20](=[O:21])([O-:22])[O-:23].[K+:24].[K+:25].[O:31]=[CH:32][N:33]([CH3:34])[CH3:35].[OH:1][c:2]1[cH:3][cH:4][c:5]([NH:8][CH:9]=[C:10]2[C:11](=[O:19])[NH:12][c:13]3[cH:14][cH:15][cH:16][cH:17][c:18]32)[cH:6][cH:7]1>>[O:1]([c:2]1[cH:3][cH:4][c:5]([NH:8][CH:9]=[C:10]2[C:11](=[O:19])[NH:12][c:13]3[cH:14][cH:15][cH:16][cH:17][c:18]32)[cH:6][cH:7]1)[CH2:27][CH2:28][CH2:29][Cl:30]. The reactants are CN(CCCCCCCCCCCCCCCC)C (dimethyl-cetylamine), CCCCCCCCCCCCCCCCN(C)C (Armeen DM 16D), ClCC(=O)OCC (ethyl monochloroacetate), alcohol. The product is [Cl-].C(=O)(OCC)C[N+](CCCCCCCCCCCCCCCC)(C)C (Carboethoxymethyl-dimethyl-cetyl -ammonium chloride). RXN SMILES: [CH3:1][N:2]([CH3:19])[CH2:3][CH2:4][CH2:5][CH2:6][CH2:7][CH2:8][CH2:9][CH2:10][CH2:11][CH2:12][CH2:13][CH2:14][CH2:15][CH2:16][CH2:17][CH3:18].[Cl:20][CH2:21][C:22]([O:24][CH2:25][CH3:26])=[O:23]>>[Cl-:20].[C:22]([CH2:21][N+:2]([CH3:1])([CH3:19])[CH2:3][CH2:4][CH2:5][CH2:6][CH2:7][CH2:8][CH2:9][CH2:10][CH2:11][CH2:12][CH2:13][CH2:14][CH2:15][CH2:16][CH2:17][CH3:18])([O:24][CH2:25][CH3:26])=[O:23] |f:2.3|. Procedure details: 0.5 mol of dimethyl-cetylamine known under the trademark "Armeen DM 16D" is heated at 90°-95° C. for 11/2 hours with 0.5 mol of ethyl monochloroacetate and 40 g of absolute alcohol. Carboethoxymethyl-dimethyl-cetyl -ammonium chloride is obtained. Reactants: CC(C)=O, O=C(C(F)(F)F)C(F)(F)F. The product is O=C(C(F)F)C(F)(F)F. RXN SMILES: [CH3:11][C:12](=[O:13])[CH3:14].[F:1][C:2]([F:3])([F:4])[C:5](=[O:6])[C:7]([F:8])([F:9])[F:10]>>[F:1][C:2]([F:3])([F:4])[C:5](=[O:6])[CH:7]([F:8])[F:9]. The reactants are [I-].[K+] (Potassium iodide), C([O-])([O-])=O.[K+].[K+] (potassium carbonate), BrC(C(=O)OCC)C (ethyl 2-bromopropionate), BrC1=C(C=CC(=C1)F)O (2-bromo-4-fluorophenol). Run in C1CCOC1 (THF), O (water). Conditions: time 2 hour. Product: BrC1=C(OC(C(=O)OCC)C)C=CC(=C1)F (ethyl 2-(2′-bromo-4′-fluorophenoxy)propionate). As a reaction SMILES: [Br:1][C:2]1[CH:7]=[C:6]([F:8])[CH:5]=[CH:4][C:3]=1[OH:9].C(=O)([O-])[O-].[K+].[K+].Br[CH:17]([CH3:23])[C:18]([O:20][CH2:21][CH3:22])=[O:19].[I-].[K+]>C1COCC1.O>[Br:1][C:2]1[CH:7]=[C:6]([F:8])[CH:5]=[CH:4][C:3]=1[O:9][CH:17]([CH3:23])[C:18]([O:20][CH2:21][CH3:22])=[O:19] |f:1.2.3,5.6|. Procedure details: Scheme IA, step A: 2-bromo-4-fluorophenol (15.0 g, 78.5 mmol) was dissolved in THF (200 mL) and treated with potassium carbonate (13.0 g, 94.2 mmol) and ethyl 2-bromopropionate (11.2 mL, 86.4 mmol). The reaction mixture was heated at reflux for 3 hours. Potassium iodide (0.1 g) was added and the reaction mixture was stirred for an additional 2 hours at reflux. The reaction was then cooled, diluted with water and extracted with ethyl acetate. The organic extracts were combined, dried over anhydro...